Task: describe an organic reaction: reactants, conditions, products, and yield. Dataset: the Open Reaction Database (ORD), a public repository of structured organic reaction records Reactants: CCOC(=O)C(C)(C)CCCCBr, O=C([O-])[O-], CCO, [K+], [K+], O=C(CCCCCn1ccnc1)Nc1ccc(O)cc1. The product is CCOC(=O)C(C)(C)CCCCOc1ccc(NC(=O)CCCCCn2ccnc2)cc1. RXN SMILES: [Br:27][CH2:28][CH2:29][CH2:30][CH2:31][C:32]([C:33](=[O:34])[O:35][CH2:36][CH3:37])([CH3:38])[CH3:39].[C:21](=[O:22])([O-:23])[O-:24].[CH3:40][CH2:41][OH:42].[K+:25].[K+:26].[OH:1][c:2]1[cH:3][cH:4][c:5]([NH:6][C:7]([CH2:8][CH2:9][CH2:10][CH2:11][CH2:12][n:13]2[cH:14][n:15][cH:16][cH:17]2)=[O:18])[cH:19][cH:20]1>>[O:1]([c:2]1[cH:3][cH:4][c:5]([NH:6][C:7]([CH2:8][CH2:9][CH2:10][CH2:11][CH2:12][n:13]2[cH:14][n:15][cH:16][cH:17]2)=[O:18])[cH:19][cH:20]1)[CH2:28][CH2:29][CH2:30][CH2:31][C:32]([C:33](=[O:34])[O:35][CH2:36][CH3:37])([CH3:38])[CH3:39]. Starting materials: C(C=C)ON=C(C(=O)NC1[C@@H]2N(C(=C(CS2)C[N+]2=CC=CC=C2)C(=O)[O-])C1=O)C1=NSC(=N1)N (7-[2-allyloxyimino-2-(5-amino-1,2,4-thiadiazol-3-yl)-acetamido]-3-(1-pyridinio)methyl-3-cephem-4-carboxylate), S(O)(O)(=O)=O (sulfuric acid). The product is S(=O)(=O)([O-])O.C(C=C)ON=C(C(=O)NC1[C@@H]2N(C(=C(CS2)C[N+]2=CC=CC=C2)C(=O)O)C1=O)C1=NSC(=N1)N (7-[2-allyloxyimino-2-(5-amino-1,2,4-thiadiazol-3-yl)-acetamido]-3-(1-pyridinio)methyl-3-cephem-4-carboxylate sulfate). RXN SMILES: [CH2:1]([O:4][N:5]=[C:6]([C:29]1[N:33]=[C:32]([NH2:34])[S:31][N:30]=1)[C:7]([NH:9][CH:10]1[C:27](=[O:28])[N:12]2[C:13]([C:24]([O-:26])=[O:25])=[C:14]([CH2:17][N+:18]3[CH:23]=[CH:22][CH:21]=[CH:20][CH:19]=3)[CH2:15][S:16][C@H:11]12)=[O:8])[CH:2]=[CH2:3].[S:35](=[O:39])(=[O:38])([OH:37])[OH:36]>>[S:35]([OH:39])([O-:38])(=[O:37])=[O:36].[CH2:1]([O:4][N:5]=[C:6]([C:29]1[N:33]=[C:32]([NH2:34])[S:31][N:30]=1)[C:7]([NH:9][CH:10]1[C:27](=[O:28])[N:12]2[C:13]([C:24]([OH:26])=[O:25])=[C:14]([CH2:17][N+:18]3[CH:23]=[CH:22][CH:21]=[CH:20][CH:19]=3)[CH2:15][S:16][C@H:11]12)=[O:8])[CH:2]=[CH2:3] |f:2.3|. Reported procedure: 7-[2-allyloxyimino-2-(5-amino-1,2,4-thiadiazol-3-yl)-acetamido]-3-(1-pyridinio)methyl-3-cephem-4-carboxylate (syn isomer) (4 g) was dissolved in 0.4 N sulfuric acid (40 ml). The mixture was lyophilized to give 7-[2-allyloxyimino-2-(5-amino-1,2,4-thiadiazol-3-yl)-acetamido]-3-(1-pyridinio)methyl-3-cephem-4-carboxylate sulfate (syn isomer) (4.20 g). Starting materials: S([O-])(O)=O.[Na+] (sodium bisulfite), CC1([C@@H](N2[C@H](S1)C(C2=O)(Br)Br)C(=O)O)C (6,6-dibromopenicillanic acid), S([O-])(O)=O.[Na+] (sodium bisulfite), [Cl-].[Na+] (sodium chloride), [OH-].[Na+] (sodium hydroxide), Cl (hydrochloric acid), Cl (hydrochloric acid). Solvent: ClCCl (dichloromethane), C(C)(=O)OCC (ethyl acetate), O (water). Reaction conditions: time 50 minute. Product: CC1([C@@H](N2[C@H](S1(=O)=O)C(C2=O)(Br)Br)C(=O)O)C (6,6-dibromopenicillanic acid 1,1-dioxide). Reaction SMILES: [CH3:1][C:2]1([CH3:15])S[C@@H:5]2[C:7]([Br:11])([Br:10])[C:8](=[O:9])[N:4]2[C@H:3]1[C:12]([OH:14])=[O:13].[OH-].[Na+].Cl.[S:19](=[O:22])(O)[O-:20].[Na+].[Cl-].[Na+]>C(OCC)(=O)C.O.ClCCl>[CH3:1][C:2]1([CH3:15])[S:19](=[O:22])(=[O:20])[C@@H:5]2[C:7]([Br:10])([Br:11])[C:8](=[O:9])[N:4]2[C@H:3]1[C:12]([OH:14])=[O:13] |f:1.2,4.5,6.7|. Procedure: To the dichloromethane solution of 6,6-dibromopenicillanic acid from Preparation A was added 300 ml of water, followed by the dropwise addition over a period of 30 minutes of 105 ml of 3N sodium hydroxide. The pH stabilized at 7.0. The aqueous layer was removed and the organic layer was extracted with water (2×100 ml). To the combined aqueous solutions was added, at -5° C., a premixed solution prepared from 59.25 g of potassium permanganate, 18 ml of concentrated phosphoric acid and 600 ml of wa...